describe an organic reaction: reactants, conditions, products, and yield From a dataset of the Open Reaction Database (ORD), a public repository of structured organic reaction records. RXN SMILES: [Br:22][c:23]1[c:24]([F:29])[cH:25][cH:26][cH:27][cH:28]1.[CH2:35]([Br:36])[CH3:37].[Cl-:19].[Mg:18].[NH4+:20].[O:1]1[CH:2]([O:7][CH:8]([C:9](=[O:10])[N:11]2[CH2:12][CH2:13][O:14][CH2:15][CH2:16]2)[CH3:17])[CH2:3][CH2:4][CH2:5][CH2:6]1.[O:30]1[CH2:31][CH2:32][CH2:33][CH2:34]1.[OH2:21]>>[O:1]1[CH:2]([O:7][CH:8]([C:9](=[O:10])[c:23]2[c:24]([F:29])[cH:25][cH:26][cH:27][cH:28]2)[CH3:17])[CH2:3][CH2:4][CH2:5][CH2:6]1. Product: CC(OC1CCCCO1)C(=O)c1ccccc1F. Reactants: Fc1ccccc1Br, CCBr, [Cl-], [Mg], [NH4+], CC(OC1CCCCO1)C(=O)N1CCOCC1, C1CCOC1, O. The reactants are O (water), NC1=C(C=C(OCC(=O)OCC[Si](C)(C)C)C=C1)OCC1=CC=CC=C1 (2-trimethylsilanylethyl (4-amino-3-benzyloxyphenoxy)acetate), C([O-])([O-])=O.[K+].[K+] (potassium carbonate), BrCC(=O)OC (methyl bromoacetate). Run in CN(C)C=O (DMF). Reaction conditions: temperature 60 celsius, time 1 hour. Yields the product C[Si](CCOC(COC1=CC(=C(C=C1)NCC(=O)OC)OCC1=CC=CC=C1)=O)(C)C ([3-Benzyloxy-4-(methoxycarbonylmethylamino)-phenoxy]-acetic Acid 2-trimethylsilanylethyl Ester). RXN SMILES: [NH2:1][C:2]1[CH:18]=[CH:17][C:5]([O:6][CH2:7][C:8]([O:10][CH2:11][CH2:12][Si:13]([CH3:16])([CH3:15])[CH3:14])=[O:9])=[CH:4][C:3]=1[O:19][CH2:20][C:21]1[CH:26]=[CH:25][CH:24]=[CH:23][CH:22]=1.C(=O)([O-])[O-].[K+].[K+].Br[CH2:34][C:35]([O:37][CH3:38])=[O:36].O>CN(C=O)C>[CH3:15][Si:13]([CH3:16])([CH3:14])[CH2:12][CH2:11][O:10][C:8](=[O:9])[CH2:7][O:6][C:5]1[CH:17]=[CH:18][C:2]([NH:1][CH2:34][C:35]([O:37][CH3:38])=[O:36])=[C:3]([O:19][CH2:20][C:21]2[CH:26]=[CH:25][CH:24]=[CH:23][CH:22]=2)[CH:4]=1 |f:1.2.3|. Procedure details: To a mixture of 2-trimethylsilanylethyl (4-amino-3-benzyloxyphenoxy)acetate (4.56 g, 12.2 mmol) and potassium carbonate (3.37 g, 24.4 mmol) in DMF (25 mL) is added methyl bromoacetate (1.87 g, 12.2 mmol). The mixture is stirred at 60° C. for 1 h then is allowed to cool to RT. It is poured into water and extracted with EtOAc and the organic phase is washed with water (1×), brine (5×), and dried over Na2SO4. The solvent is removed under reduced pressure to afford the title compound which is used d... Reactants: NC1=C(C=C(C=C1)OCC#C)C(=O)C1=CC=C(C=C1)C(C)C ((2-amino-5-propargyloxy-phenyl)-(4-isopropyl-phenyl)-methanone), C(C1=CC=CC=C1)Br (benzyl bromide), C(C)N(C(C)C)C(C)C (N-ethyl-diisopropylamine). Solvent: O1CCOCC1 (dioxane). Product: C(C1=CC=CC=C1)NC1=C(C=C(C=C1)OCC#C)C(=O)C1=CC=C(C=C1)C(C)C ((2-benzylamino-5-propargyloxy-phenyl)-(4-isopropyl-phenyl)-methanone). As a reaction SMILES: [NH2:1][C:2]1[CH:7]=[CH:6][C:5]([O:8][CH2:9][C:10]#[CH:11])=[CH:4][C:3]=1[C:12]([C:14]1[CH:19]=[CH:18][C:17]([CH:20]([CH3:22])[CH3:21])=[CH:16][CH:15]=1)=[O:13].[CH2:23](Br)[C:24]1[CH:29]=[CH:28][CH:27]=[CH:26][CH:25]=1.C(N(C(C)C)C(C)C)C>O1CCOCC1>[CH2:23]([NH:1][C:2]1[CH:7]=[CH:6][C:5]([O:8][CH2:9][C:10]#[CH:11])=[CH:4][C:3]=1[C:12]([C:14]1[CH:15]=[CH:16][C:17]([CH:20]([CH3:22])[CH3:21])=[CH:18][CH:19]=1)=[O:13])[C:24]1[CH:29]=[CH:28][CH:27]=[CH:26][CH:25]=1. Procedure details: A solution of 100 mg (0.341 mmol) (2-amino-5-propargyloxy-phenyl)-(4-isopropyl-phenyl)-methanone, 44.6 μl (0.375 mmol) benzyl bromide and 32 μl (0.375 mmol) N-ethyl-diisopropylamine in 2 ml dioxane is heated at 100° for 90 h. The reaction mixture is concentrated and the residue taken up in 0.1 M sodium hydroxide solution and extracted with dichloromethane. Preparative HPLC affords (2-benzylamino-5-propargyloxy-phenyl)-(4-isopropyl-phenyl)-methanone. Reactants: C(C#C)OC1OCCCC1 (Tetrahydro-2-(2-propynyloxy)-2H-pyran), solution, O1CCC(CC1)=O (tetrahydro-4H-pyran-4-one), magnesium anion, C(C)[Mg]Br (ethyl magnesium bromide). Run in C1CCOC1 (THF). Reaction conditions: temperature -20 celsius, time 3 hour. The product is OC1(CCOCC1)C#CCOC1OCCCC1 (4-hydroxy-4-[3-(tetrahydropyran-2-yloxy)prop-1-ynyl]tetrahydropyran). The yield is 88.3%. As a reaction SMILES: [CH2:1]([O:4][CH:5]1[CH2:10][CH2:9][CH2:8][CH2:7][O:6]1)[C:2]#[CH:3].C([Mg]Br)C.[O:15]1[CH2:20][CH2:19][C:18](=[O:21])[CH2:17][CH2:16]1>C1COCC1>[OH:21][C:18]1([C:3]#[C:2][CH2:1][O:4][CH:5]2[CH2:10][CH2:9][CH2:8][CH2:7][O:6]2)[CH2:19][CH2:20][O:15][CH2:16][CH2:17]1. Procedure details: Tetrahydro-2-(2-propynyloxy)-2H-pyran (21 g, 150 mmol) was converted to the corresponding magnesium anion by deprotonation with ethyl magnesium bromide (75 mL of a 2M solution, 150 mmol) according to the method described in Org. Synth., 60: 81, 7 (1981). The resulting anion was cooled to -20° C. and tetrahydro-4H-pyran-4-one (14.8 g, 148 mmol) in dry THF (30 mL) was added dropwise and the resulting solution stirred for three hours. The reaction was quenched by addition of crushed ice and saturat... Reactants: CI (Methyl iodide), COC=1C=C(C=CC1)S (3-methoxy-benzenethiol), C([O-])([O-])=O.[K+].[K+] (potassium carbonate). The solvent is CC(=O)C (acetone). The product is COC1=CC(=CC=C1)SC (1-Methoxy-3-methylsulfanyl-benzene). The yield is 99.6%. Reaction SMILES: CI.[CH3:3][O:4][C:5]1[CH:6]=[C:7]([SH:11])[CH:8]=[CH:9][CH:10]=1.[C:12](=O)([O-])[O-].[K+].[K+]>CC(C)=O>[CH3:3][O:4][C:5]1[CH:10]=[CH:9][CH:8]=[C:7]([S:11][CH3:12])[CH:6]=1 |f:2.3.4|. Procedure details: Methyl iodide (14.67 ml, 0.235 mol) was added dropwise to a solution of 3-methoxy-benzenethiol (30 g, 0.214 mol) and potassium carbonate (29.6 g, 0.214 mol) in acetone (400 ml) under nitrogen at 3° C. The reaction was allowed to warm to room temperature and the solvent was removed under reduced pressure. The residue was diluted with water (300 ml) and the aqueous layer was extracted with diethylether (3×200 ml). The combined organic extracts were dried over MgSO4 and the solvent was removed unde... The reactants are CN (Methylamine), ClC1=CC2=C(C(OC2)=O)C=C1 (5-chloro-2-benzofuran-1(3H)-one). Solvent: CO (methanol). Yields the product ClC1=CC(=C(C(=O)NC)C=C1)CO (4-chloro-2-(hydroxymethyl)-N-methylbenzamide). RXN SMILES: [CH3:1][NH2:2].[Cl:3][C:4]1[CH:13]=[CH:12][C:7]2[C:8](=[O:11])[O:9][CH2:10][C:6]=2[CH:5]=1>CO>[Cl:3][C:4]1[CH:13]=[CH:12][C:7]([C:8]([NH:2][CH3:1])=[O:11])=[C:6]([CH2:10][OH:9])[CH:5]=1. Procedure: Methylamine gas was condensed into a sealed tube at −78° C., and a solution of 5-chloro-2-benzofuran-1(3H)-one (6.68 g, 39.8 mmol) in methanol (30 mL) was added. The solution was slowly warmed to room temperature overnight; The reaction was concentrated in vacuo, and the residue was partitioned between water and and chloroform. After three extractions with chloroform, the combined organics were dried over sodium sulfate, filtered, and concentrated in vacuo to afford 4-chloro-2-(hydroxymethyl)-N-...